This data is from the Open Reaction Database (ORD), a public repository of structured organic reaction records. The task is: describe an organic reaction: reactants, conditions, products, and yield The reactants are S(=O)(Cl)Cl (Thionyl chloride), ClC1=CC=C(OCC(=O)O)C=C1 (p-chlorophenoxyacetic acid), S(=O)(Cl)Cl (thionyl chloride). Solvent: C1=CC=CC=C1 (benzene), C1=CC=CC=C1 (benzene). Yields the product ClC1=CC=C(OCC(=O)Cl)C=C1 (p-Chlorophenoxyacetyl Chloride). Reaction SMILES: S(Cl)([Cl:3])=O.[Cl:5][C:6]1[CH:16]=[CH:15][C:9]([O:10][CH2:11][C:12](O)=[O:13])=[CH:8][CH:7]=1>C1C=CC=CC=1>[Cl:5][C:6]1[CH:16]=[CH:15][C:9]([O:10][CH2:11][C:12]([Cl:3])=[O:13])=[CH:8][CH:7]=1. Reported procedure: Thionyl chloride (0.431 mole, 51.26 grams) was slowly added to p-chlorophenoxyacetic acid (0.287 mole, 53.5 grams) in 160 ml of benzene at room temperature. The reaction mixture was refluxed for 18 hours. The excess thionyl chloride and benzene were stripped from reaction mixture under vacuum (aspirator) and the residue p-chlorophenoxyacetyl chloride was distilled at 70°C./0.05 mm Hg. Reactants: ClC1=CC=C(C=C1)C=1C=C(C=NC1OCC(F)(F)F)C(=O)O (5-(4-chlorophenyl)-6-(2,2,2-trifluoroethoxy)-3-pyridinecarboxylic acid), FC(C(=O)O)(F)F.C(C)(C)(C)[Si](OC1CN(C1)N)(C)C (3-(t-butyl-dimethyl-silanyloxy)-azetidin-1-ylamine trifluoroacetate), silyl. Product: ClC1=CC=C(C=C1)C=1C=C(C=NC1OCC(F)(F)F)C(=O)NN1CC(C1)O (5-(4-Chlorophenyl)-N-(3-hydroxyazetidin-1-yl)-6-(2,2,2-trifluoroethoxy)-3-pyridinecarboxamide). Reaction SMILES: [Cl:1][C:2]1[CH:7]=[CH:6][C:5]([C:8]2[CH:9]=[C:10]([C:20](O)=[O:21])[CH:11]=[N:12][C:13]=2[O:14][CH2:15][C:16]([F:19])([F:18])[F:17])=[CH:4][CH:3]=1.FC(F)(F)C(O)=O.C([Si](C)(C)[O:35][CH:36]1[CH2:39][N:38]([NH2:40])[CH2:37]1)(C)(C)C>>[Cl:1][C:2]1[CH:7]=[CH:6][C:5]([C:8]2[CH:9]=[C:10]([C:20]([NH:40][N:38]3[CH2:39][CH:36]([OH:35])[CH2:37]3)=[O:21])[CH:11]=[N:12][C:13]=2[O:14][CH2:15][C:16]([F:19])([F:17])[F:18])=[CH:4][CH:3]=1 |f:1.2|. Procedure: The title compound was synthesized in analogy to Example 1 using 5-(4-chlorophenyl)-6-(2,2,2-trifluoroethoxy)-3-pyridinecarboxylic acid (CAN 1018782-82-5) and 3-(t-butyl-dimethyl-silanyloxy)-azetidin-1-ylamine trifluoroacetate (1:1) as starting materials; the silyl protecting group was lost during reaction and work-up; MS (EI) 402.2 (M+H)+. The reactants are Cc1cc(Br)ccc1CO, ClCCl, O=S(Cl)Cl. Product: Cc1cc(Br)ccc1CCl. As a reaction SMILES: [Br:1][c:2]1[cH:3][c:4]([CH3:10])[c:5]([CH2:6][OH:7])[cH:8][cH:9]1.[Cl:15][CH2:16][Cl:17].[S:11]([Cl:12])([Cl:13])=[O:14]>>[Br:1][c:2]1[cH:3][c:4]([CH3:10])[c:5]([CH2:6][Cl:13])[cH:8][cH:9]1. Starting materials: Cl[Sn]Cl (SnCl2), N1(CCCC1)C(=CC)C1=CC=C(C=C1)OC (4-(1-pyrrolidinylprop-1-enyl)-1-methoxy benzene), COC1=CC=C(C=C1)C(CC)=O (4′-methoxy propiophenone), N1CCCC1 (pyrrolidine), CC1=NC(=C(C(=N1)Cl)[N+](=O)[O-])Cl (2-methyl-4,6-dichloro-5-nitropyrimidine), C(C)(C)N(C(C)C)CC (N,N-diisopropylethylamine), N1CCCCC1 (piperidine), Cl[Sn]Cl (SnCl2). Reagents/catalysts: Cl[Ti](Cl)(Cl)Cl (TiCl4). Solvent: CN(C)C=O (DMF), CCN(CC)CC (NEt3). Reaction conditions: temperature 140 celsius, time 16 hour. The product is CC1NCCC(C1)C1=NC=C2C(N1)=C(C(=N2)C2=CC=C(C=C2)OC)C (1-[2,7-dimethyl-4-piperidylpyrrolo[4,5-d]pyrimidin-6-yl]-4-methoxybenzene). The yield is 33.0%. As a reaction SMILES: [N:1]1([C:6]([C:9]2[CH:14]=[CH:13][C:12]([O:15][CH3:16])=[CH:11][CH:10]=2)=[CH:7][CH3:8])[CH2:5][CH2:4]CC1.COC1C=CC(C(=O)CC)=CC=1.N1CCCC1.[CH3:34][C:35]1[N:40]=C(Cl)C([N+]([O-])=O)=[C:37](Cl)[N:36]=1.C([N:49]([CH2:53][CH3:54])[CH:50]([CH3:52])[CH3:51])(C)C.N1CCCCC1.Cl[Sn]Cl>CN(C=O)C.Cl[Ti](Cl)(Cl)Cl.CCN(CC)CC>[CH3:52][CH:50]1[CH2:51][CH:34]([C:35]2[NH:40][C:4]3=[C:7]([CH3:8])[C:6]([C:9]4[CH:10]=[CH:11][C:12]([O:15][CH3:16])=[CH:13][CH:14]=4)=[N:1][C:5]3=[CH:37][N:36]=2)[CH2:54][CH2:53][NH:49]1. Procedure: Using the method described in Example 30 by employing 4-(1-pyrrolidinylprop-1-enyl)-1-methoxy benzene (freshly prepared before use from 4′-methoxy propiophenone (Aldrich Chemical Company), pyrrolidine and TiCl4 (1.77 g, 8.16 mmol), 2-methyl-4,6-dichloro-5-nitropyrimidine (Example 76(b)) (1.70 g, 8.20 mmol), N,N-diisopropylethylamine (1.4 mL, 8.20 mmol), piperidine (1.3 mL, 13.1 mmol), NEt3 (1.4 mL) and SnCl2 (25 mL of a 2 M soln in DMF). In this example the SnCl2 solution was added to the reacti... Starting materials: C1C=CC2=CC=CC=C12 (indene), CC[O-].[Na+] (EtONa), C=O (formalin). Solvent: CN(C)C=O (DMF), CN(C)C=O (DMF). Yields the product C1C=C(C2=CC=CC=C12)CC1=CCC2=CC=CC=C12 (bis-(3-indenyl)methane). The yield is 254.1%. As a reaction SMILES: [CH3:1][CH2:2][O-].[Na+].[CH2:5]1[C:13]2[C:8](=[CH:9][CH:10]=[CH:11][CH:12]=2)[CH:7]=[CH:6]1.C=O>CN(C=O)C>[CH2:5]1[C:13]2[C:8](=[CH:9][CH:10]=[CH:11][CH:12]=2)[C:7]([CH2:8][C:9]2[C:1]3[C:2](=[CH:13][CH:5]=[CH:6][CH:7]=3)[CH2:11][CH:10]=2)=[CH:6]1 |f:0.1|. Procedure: 1.05 g of EtONa (15.4 mmol) dissolved in 200 mL of DMF and 10.0 ml of indene (90%, 77.5 mmol) were introduced, at room temperature, in this order in a three-neck, 500 mL flask with stirring bar. 3.15 mL of aqueous formalin (37% solution, 38.8 mmol) dissolved in 10 mL of DMF were added dropwise, in 15 minutes: a mildly exothermic reaction was observed and the solution turned dark brown, with shades of violet. At the end of the addition, the reaction mixture was maintained under stirring for 20 ho... Reactants: [OH-].[Li+] (lithium hydroxide), CC=1C=C(C=NC1)C=1C=CC(=C(C(=O)OCC)C1)C1=NC=CN=C1 (ethyl 5-(5-methylpyridin-3-yl)-2-pyrazin-2-ylbenzoate), Cl (HCl). Run in C(C)(C)O.O (isopropanol water). Run at temperature 60 celsius. Yields the product CC=1C=C(C=NC1)C=1C=CC(=C(C(=O)O)C1)C1=NC=CN=C1 (5-(5-methyl-3-pyridinyl)-2-pyrazinylbenzoic acid). Reaction SMILES: [CH3:1][C:2]1[CH:3]=[C:4]([C:8]2[CH:9]=[CH:10][C:11]([C:19]3[CH:24]=[N:23][CH:22]=[CH:21][N:20]=3)=[C:12]([CH:18]=2)[C:13]([O:15]CC)=[O:14])[CH:5]=[N:6][CH:7]=1.[OH-].[Li+].Cl>C(O)(C)C.O>[CH3:1][C:2]1[CH:3]=[C:4]([C:8]2[CH:9]=[CH:10][C:11]([C:19]3[CH:24]=[N:23][CH:22]=[CH:21][N:20]=3)=[C:12]([CH:18]=2)[C:13]([OH:15])=[O:14])[CH:5]=[N:6][CH:7]=1 |f:1.2,4.5|. Procedure: To a mixture of ethyl 5-(5-methylpyridin-3-yl)-2-pyrazin-2-ylbenzoate (3-3, 0.065 g, 0.204 mmol, 1.0 equiv) in isopropanol/water (3:1, 2 mL) was added 1M lithium hydroxide solution (0.244 mL, 0.244 mmol, 1.2 equiv) and the reaction was heated to 60° C. for 30 minutes in the microwave. The reaction mixture was cooled and the pH was adjusted to ˜7 by the addition of 1N HCl. The reaction mixture was concentrated and the solids azeotroped from toluene to afford the product (3-4) as a solid. ESI+ MS ... Run in CN(C)C=O (DMF). Run at temperature 80 celsius, time 2 hour. As a reaction SMILES: [OH:1][C:2]1[CH:3]=[C:4]2[C:9](=[CH:10][CH:11]=1)[CH:8]=[C:7]([C:12]([O:14][CH3:15])=[O:13])[CH:6]=[CH:5]2.C[O-].[Na+].Cl[CH2:20][CH2:21][N:22]1[CH2:27][CH2:26][O:25][CH2:24][CH2:23]1>CN(C=O)C>[N:22]1([CH2:21][CH2:20][O:1][C:2]2[CH:3]=[C:4]3[C:9](=[CH:10][CH:11]=2)[CH:8]=[C:7]([C:12]([O:14][CH3:15])=[O:13])[CH:6]=[CH:5]3)[CH2:27][CH2:26][O:25][CH2:24][CH2:23]1 |f:1.2|. Procedure details: 6.4 g of methyl 6-hydroxy-2-naphthoate and 2.56 g of sodium methoxide are stirred under N2 at 40° C. for 30 min in 100 ml of DMF. 8.04 g of N-(2-chloroethyl)morpholine are then added and the mixture is stirred at 80° C. for 2 h. The reaction mixture is poured onto water, and the precipitate which is deposited is filtered off with suction. 9.2 g of methyl 6-[2-(4-morpholinyl)ethoxy]-2-naphthoate are obtained. The yield is 92.2%. Starting materials: OC=1C=C2C=CC(=CC2=CC1)C(=O)OC (methyl 6-hydroxy-2-naphthoate), C[O-].[Na+] (sodium methoxide), ClCCN1CCOCC1 (N-(2-chloroethyl)morpholine). Yields the product N1(CCOCC1)CCOC=1C=C2C=CC(=CC2=CC1)C(=O)OC (methyl 6-[2-(4-morpholinyl)ethoxy]-2-naphthoate). Reactants: [BH4-], CS(=O)(=O)c1cc(Br)ccc1C=O, CCO, [Na+]. Product: CS(=O)(=O)c1cc(Br)ccc1CO. As a reaction SMILES: [BH4-:14].[Br:1][c:2]1[cH:3][c:4]([S:10](=[O:11])(=[O:12])[CH3:13])[c:5]([CH:6]=[O:7])[cH:8][cH:9]1.[CH3:16][CH2:17][OH:18].[Na+:15]>>[Br:1][c:2]1[cH:3][c:4]([S:10](=[O:11])(=[O:12])[CH3:13])[c:5]([CH2:6][OH:7])[cH:8][cH:9]1.